This data is from the Open Reaction Database (ORD), a public repository of structured organic reaction records. The task is: describe an organic reaction: reactants, conditions, products, and yield The reactants are COc1cc2nc(CCC(C)C)n(Cc3ccc(-c4ccccc4C(=O)O)cc3)c2cc1OC, Cl[Al](Cl)Cl, ClCCl. The product is COc1cc2c(cc1O)nc(CCC(C)C)n2Cc1ccc(-c2ccccc2C(=O)O)cc1. Reaction SMILES: [CH3:5][CH:6]([CH2:7][CH2:8][c:9]1[n:10][c:11]2[c:12]([n:13]1[CH2:14][c:15]1[cH:16][cH:17][c:18](-[c:21]3[c:22]([C:27](=[O:28])[OH:29])[cH:23][cH:24][cH:25][cH:26]3)[cH:19][cH:20]1)[cH:30][c:31]([O:36][CH3:37])[c:32]([O:34][CH3:35])[cH:33]2)[CH3:38].[Cl:1][Al:2]([Cl:3])[Cl:4].[Cl:39][CH2:40][Cl:41]>>[CH3:5][CH:6]([CH2:7][CH2:8][c:9]1[n:10][c:11]2[c:12]([n:13]1[CH2:14][c:15]1[cH:16][cH:17][c:18](-[c:21]3[c:22]([C:27](=[O:28])[OH:29])[cH:23][cH:24][cH:25][cH:26]3)[cH:19][cH:20]1)[cH:30][c:31]([O:36][CH3:37])[c:32]([OH:34])[cH:33]2)[CH3:38].